This data is from the Open Reaction Database (ORD), a public repository of structured organic reaction records. The task is: describe an organic reaction: reactants, conditions, products, and yield Starting materials: CS(=O)(=O)N1CCNCC1 (1-methylsulfonylpiperazine), C(C)(=O)[O-].[Na+] (sodium acetate), ClC=1N=C(C2=C(N1)N=C(S2)S(=O)(=O)C)N2CCOCC2 (5-Chloro-2-(methylsulfonyl)-7-morpholinothiazolo[4,5-d]pyrimidine). Run in ClCCCl (1,2-dichloroethane). Reaction conditions: temperature 70 celsius, time 2 hour. Yields the product ClC=1N=C(C2=C(N1)N=C(S2)N2CCN(CC2)S(=O)(=O)C)N2CCOCC2 (5-chloro-2-(4-methylsulfonylpiperazin-1-yl)-7-morpholinothiazolo[4,5-d]pyrimidine). Reaction SMILES: [Cl:1][C:2]1[N:3]=[C:4]([N:15]2[CH2:20][CH2:19][O:18][CH2:17][CH2:16]2)[C:5]2[S:10][C:9](S(C)(=O)=O)=[N:8][C:6]=2[N:7]=1.[CH3:21][S:22]([N:25]1[CH2:30][CH2:29][NH:28][CH2:27][CH2:26]1)(=[O:24])=[O:23].C([O-])(=O)C.[Na+]>ClCCCl>[Cl:1][C:2]1[N:3]=[C:4]([N:15]2[CH2:16][CH2:17][O:18][CH2:19][CH2:20]2)[C:5]2[S:10][C:9]([N:28]3[CH2:29][CH2:30][N:25]([S:22]([CH3:21])(=[O:24])=[O:23])[CH2:26][CH2:27]3)=[N:8][C:6]=2[N:7]=1 |f:2.3|. Procedure details: 5-Chloro-2-(methylsulfonyl)-7-morpholinothiazolo[4,5-d]pyrimidine (1.0 eq) was dissolved in 1,2-dichloroethane (0.1 M). 1-methylsulfonylpiperazine (1.1 eq) and sodium acetate (1.1 eq) were added. The solution was stirred for 2 h at 70° C. and the solvent was removed in vacuo. The residue was purified by silica gel chromatography to give 5-chloro-2-(4-methylsulfonylpiperazin-1-yl)-7-morpholinothiazolo[4,5-d]pyrimidine. This intermediate, 5-(4,4,5,5-tetramethyl-1,3,2-dioxaborolan-2-yl)pyridin-2-am... Conditions: time 18 hour. As a reaction SMILES: [Cl:1][C:2]1[CH:3]=[C:4]2[C:9](=[CH:10][CH:11]=1)[CH:8]=[C:7]([S:12]([NH:15][C@@H:16]1[CH2:20][CH2:19][N:18]([C@H:21]([CH3:29])[C:22]([O:24][C:25]([CH3:28])([CH3:27])[CH3:26])=[O:23])[C:17]1=[O:30])(=[O:14])=[O:13])[CH:6]=[CH:5]2.[CH2:31](O)C.C(NC(C)C)(C)C>[Pd].C(Cl)Cl>[Cl:1][C:2]1[CH:3]=[C:4]2[C:9](=[CH:10][CH:11]=1)[CH:8]=[C:7]([S:12]([NH:15][CH:16]1[CH2:20][CH2:19][N:18]([CH:21]([CH2:29][CH3:31])[C:22]([O:24][C:25]([CH3:26])([CH3:28])[CH3:27])=[O:23])[C:17]1=[O:30])(=[O:13])=[O:14])[CH:6]=[CH:5]2. The product is ClC=1C=C2C=CC(=CC2=CC1)S(=O)(=O)NC1C(N(CC1)C(C(=O)OC(C)(C)C)CC)=O (tert-Butyl 2-(3-{[(6-chloro-2-naphthyl)sulfonyl]amino}-2-oxopyrrolidin-1-yl)butanoate). Reagents/catalysts: [Pd] (palladium on carbon). Run in C(Cl)Cl (DCM). Starting materials: gum, C(C)(C)NC(C)C (N,N-diisopropylamine), Intermediate 112, ClC=1C=C2C=CC(=CC2=CC1)S(=O)(=O)N[C@H]1C(N(CC1)[C@@H](C(=O)OC(C)(C)C)C)=O (tert-Butyl(2R)-2-((3R)-3-{[(6-chloro-2-naphthyl)sulfonyl]amino}-2-oxopyrrolidin-1-yl)propanoate), C(C)O (ethanol). Procedure details: A mixture of Intermediate 112 [Mixture 1] (0.051 g), 10% palladium on carbon (0.01 g) and ethanol (5 ml) was stirred under an atmosphere of hydrogen for 18 h. The reaction mixture was filtered through Celite™ and the filtrate was concentrated under reduced pressure to give a yellow gum. The gum (0.034 g) in DCM (2 ml) was treated with 6-chloronaphthylsulphonyl chloride1 (0.04 g) and N,N-diisopropylamine (0.073 ml) and stirred at room temperature for 24 h. The mixture was washed with water and co...